Dataset: the Open Reaction Database (ORD), a public repository of structured organic reaction records. Task: describe an organic reaction: reactants, conditions, products, and yield Yields the product CCc1cnn(C)c1-c1cc(C(=O)OC)sc1CC. Reaction SMILES: [CH3:20][OH:21].[CH:1](=[CH2:2])[c:3]1[cH:4][n:5][n:6]([CH3:19])[c:7]1-[c:8]1[cH:9][c:10]([C:15](=[O:16])[O:17][CH3:18])[s:11][c:12]1[CH2:13][CH3:14]>>[CH2:1]([CH3:2])[c:3]1[cH:4][n:5][n:6]([CH3:19])[c:7]1-[c:8]1[cH:9][c:10]([C:15](=[O:16])[O:17][CH3:18])[s:11][c:12]1[CH2:13][CH3:14]. Reactants: CO, C=Cc1cnn(C)c1-c1cc(C(=O)OC)sc1CC. Starting materials: CC#N, CNC, Cl, O=Cc1ccc(F)cc1, N#C[Na], O. Product: CN(C)C(C#N)c1ccc(F)cc1. RXN SMILES: [CH3:10][C:11]#[N:12].[CH3:17][NH:18][CH3:19].[ClH:16].[F:1][c:2]1[cH:3][cH:4][c:5]([CH:6]=[O:7])[cH:8][cH:9]1.[Na:13][C:14]#[N:15].[OH2:20]>>[F:1][c:2]1[cH:3][cH:4][c:5]([CH:6]([C:11]#[N:12])[N:18]([CH3:17])[CH3:19])[cH:8][cH:9]1. The reactants are O=C([O-])[O-], C#CCBr, [K+], [K+], CN(C)C=O, O=C(NCCCc1cccc(O)c1)C1CC1. Product: C#CCOc1cccc(CCCNC(=O)C2CC2)c1. As a reaction SMILES: [C:21](=[O:22])([O-:23])[O-:24].[CH2:1]([C:2]#[CH:3])[Br:4].[K+:25].[K+:26].[O:27]=[CH:28][N:29]([CH3:30])[CH3:31].[OH:5][c:6]1[cH:7][c:8]([CH2:12][CH2:13][CH2:14][NH:15][C:16](=[O:17])[CH:18]2[CH2:19][CH2:20]2)[cH:9][cH:10][cH:11]1>>[CH2:1]([C:2]#[CH:3])[O:5][c:6]1[cH:7][c:8]([CH2:12][CH2:13][CH2:14][NH:15][C:16](=[O:17])[CH:18]2[CH2:19][CH2:20]2)[cH:9][cH:10][cH:11]1. Starting materials: O=C([O-])[O-], C=CCBr, CC(C)=O, Cn1nccc1C(=O)c1ccc(O)c(Cl)c1Cl, [K+], [K+]. The product is C=CCOc1ccc(C(=O)c2ccnn2C)c(Cl)c1Cl. RXN SMILES: [C:22](=[O:23])([O-:24])[O-:25].[CH2:18]([CH:19]=[CH2:20])[Br:21].[CH3:28][C:29](=[O:30])[CH3:31].[Cl:1][c:2]1[c:3]([OH:17])[cH:4][cH:5][c:6]([C:9](=[O:10])[c:11]2[cH:12][cH:13][n:14][n:15]2[CH3:16])[c:7]1[Cl:8].[K+:26].[K+:27]>>[Cl:1][c:2]1[c:3]([O:17][CH2:20][CH:19]=[CH2:18])[cH:4][cH:5][c:6]([C:9](=[O:10])[c:11]2[cH:12][cH:13][n:14][n:15]2[CH3:16])[c:7]1[Cl:8].